The task is: describe an organic reaction: reactants, conditions, products, and yield. This data is from the Open Reaction Database (ORD), a public repository of structured organic reaction records. Reactants: FC1=NC(=CC=C1)C (2-fluoro-6-methylpyridine), C1CCOC1 (THF), [Li+].CC(C)[N-]C(C)C (LDA), C1CO1 (ethylene oxide). The solvent is O (water). Run at temperature -78 celsius, time 20 minute. The product is FC1=NC(=CC=C1)CCCO (2-fluoro-6-(3-hydroxypropyl)pyridine). The yield is 30.9%. As a reaction SMILES: [F:1][C:2]1[CH:7]=[CH:6][CH:5]=[C:4]([CH3:8])[N:3]=1.C1C[O:12][CH2:11][CH2:10]1.[Li+].CC([N-]C(C)C)C.C1OC1>O>[F:1][C:2]1[CH:7]=[CH:6][CH:5]=[C:4]([CH2:8][CH2:10][CH2:11][OH:12])[N:3]=1 |f:2.3|. Procedure: To a solution of 2-fluoro-6-methylpyridine (27 mmol) in 65 ml of freshly distilled THF was added via syringe 13.5 ml of 2M LDA, and the resulting mixture was stirred at -78° C. for 20 min. To the above cold solution was added 4 ml of 4M ethylene oxide and the mixture was allowed to warm to room temperature with stirring. The mixture was diluted with water, extracted with ether, and the organic layer was washed with water (2x) and brine, and dried over sodium sulfate. The organic solution was con... The product is OC1=C(C=C(C=C1)C(=C)C)N1N=C2C(=N1)C=CC=C2 (2(2-hydroxy-5-isopropenylphenyl)-2H-benzotriazole). Procedure details: The 2[2-hydroxy-5-(2-hydroxy-2-propyl)phenyl]2H-benzotriazole (2H5PR) of Example 3 was dehydrated using potassium hydrogen sulfate to produce 2(2-hydroxy-5-isopropenylphenyl)-2H-benzotriazole (2H5P). RXN SMILES: [OH:1][C:2]1[CH:7]=[CH:6][C:5]([C:8](O)([CH3:10])[CH3:9])=[CH:4][C:3]=1[N:12]1[N:16]=[C:15]2[CH:17]=[CH:18][CH:19]=[CH:20][C:14]2=[N:13]1.S([O-])(O)(=O)=O.[K+]>>[OH:1][C:2]1[CH:7]=[CH:6][C:5]([C:8]([CH3:10])=[CH2:9])=[CH:4][C:3]=1[N:12]1[N:16]=[C:15]2[CH:17]=[CH:18][CH:19]=[CH:20][C:14]2=[N:13]1 |f:1.2|. Reactants: OC1=C(C=C(C=C1)C(C)(C)O)N1N=C2C(=N1)C=CC=C2 (2[2-hydroxy-5-(2-hydroxy-2-propyl)phenyl]2H-benzotriazole), S(=O)(=O)(O)[O-].[K+] (potassium hydrogen sulfate).